This data is from the Open Reaction Database (ORD), a public repository of structured organic reaction records. The task is: describe an organic reaction: reactants, conditions, products, and yield Reactants: C1CCOC1, CSc1ccc(C=O)cc1, c1cc2[nH]ncc2cc1NC1CCCNC1. Yields the product CSc1ccc(CN2CCCC(Nc3ccc4[nH]ncc4c3)C2)cc1. Reaction SMILES: [CH2:27]1[O:28][CH2:29][CH2:30][CH2:31]1.[CH3:17][S:18][c:19]1[cH:20][cH:21][c:22]([CH:23]=[O:24])[cH:25][cH:26]1.[NH:1]1[CH2:2][CH:3]([NH:7][c:8]2[cH:9][c:10]3[cH:11][n:12][nH:13][c:14]3[cH:15][cH:16]2)[CH2:4][CH2:5][CH2:6]1>>[N:1]1([CH2:23][c:22]2[cH:21][cH:20][c:19]([S:18][CH3:17])[cH:26][cH:25]2)[CH2:2][CH:3]([NH:7][c:8]2[cH:9][c:10]3[cH:11][n:12][nH:13][c:14]3[cH:15][cH:16]2)[CH2:4][CH2:5][CH2:6]1.